Dataset: the Open Reaction Database (ORD), a public repository of structured organic reaction records. Task: describe an organic reaction: reactants, conditions, products, and yield The reactants are CO, Fc1c(F)c(COC2CCCCO2)c(F)c(F)c1CC=CCl, Cl, O. Product: OCc1c(F)c(F)c(CC=CCl)c(F)c1F. RXN SMILES: [CH3:24][OH:25].[Cl:1][CH:2]=[CH:3][CH2:4][c:5]1[c:6]([F:22])[c:7]([F:21])[c:8]([CH2:9][O:10][CH:11]2[CH2:12][CH2:13][CH2:14][CH2:15][O:16]2)[c:17]([F:20])[c:18]1[F:19].[ClH:23].[OH2:26]>>[Cl:1][CH:2]=[CH:3][CH2:4][c:5]1[c:6]([F:22])[c:7]([F:21])[c:8]([CH2:9][OH:10])[c:17]([F:20])[c:18]1[F:19]. Starting materials: CC(C)(C)O, CCOC(C)=O, CCOC=O, Cl, O, O=C1CCC(c2ccccc2)(c2ccccc2)CC1. Product: O=CC1CC(c2ccccc2)(c2ccccc2)CCC1=O. Reaction SMILES: [CH3:26][C:27]([OH:28])([CH3:29])[CH3:30].[CH3:32][CH2:33][O:34][C:35](=[O:36])[CH3:37].[CH:20](=[O:21])[O:22][CH2:23][CH3:24].[ClH:25].[OH2:31].[c:1]1([C:7]2([c:14]3[cH:15][cH:16][cH:17][cH:18][cH:19]3)[CH2:8][CH2:9][C:10](=[O:13])[CH2:11][CH2:12]2)[cH:2][cH:3][cH:4][cH:5][cH:6]1>>[c:1]1([C:7]2([c:14]3[cH:15][cH:16][cH:17][cH:18][cH:19]3)[CH2:8][CH2:9][C:10](=[O:13])[CH:11]([CH:20]=[O:21])[CH2:12]2)[cH:2][cH:3][cH:4][cH:5][cH:6]1. Starting materials: CC(C)(C)OC(=O)c1ccc(-c2ccccc2)cc1NC(=O)c1cc(O)ccc1OCc1ccccc1, CC(C)OC(=O)N=NC(=O)OC(C)C, C1CCOC1, OCCN1CCCC1, c1ccc(P(c2ccccc2)c2ccccc2)cc1. The product is CC(C)(C)OC(=O)c1ccc(-c2ccccc2)cc1NC(=O)c1cc(OCCN2CCCC2)ccc1OCc1ccccc1. Reaction SMILES: [CH2:42]([c:43]1[cH:44][cH:45][cH:46][cH:47][cH:48]1)[O:49][c:50]1[c:51]([C:52](=[O:53])[NH:54][c:55]2[c:56]([C:57](=[O:58])[O:59][C:60]([CH3:61])([CH3:62])[CH3:63])[cH:64][cH:65][c:66](-[c:68]3[cH:69][cH:70][cH:71][cH:72][cH:73]3)[cH:67]2)[cH:74][c:75]([OH:78])[cH:76][cH:77]1.[O:28]=[C:29]([O:30][CH:31]([CH3:32])[CH3:33])[N:34]=[N:35][C:36]([O:37][CH:38]([CH3:39])[CH3:40])=[O:41].[O:79]1[CH2:80][CH2:81][CH2:82][CH2:83]1.[OH:1][CH2:2][CH2:3][N:4]1[CH2:5][CH2:6][CH2:7][CH2:8]1.[c:9]1([P:10]([c:11]2[cH:12][cH:13][cH:14][cH:15][cH:16]2)[c:17]2[cH:18][cH:19][cH:20][cH:21][cH:22]2)[cH:23][cH:24][cH:25][cH:26][cH:27]1>>[O:1]([CH2:2][CH2:3][N:4]1[CH2:5][CH2:6][CH2:7][CH2:8]1)[c:75]1[cH:74][c:51]([C:52](=[O:53])[NH:54][c:55]2[c:56]([C:57](=[O:58])[O:59][C:60]([CH3:61])([CH3:62])[CH3:63])[cH:64][cH:65][c:66](-[c:68]3[cH:69][cH:70][cH:71][cH:72][cH:73]3)[cH:67]2)[c:50]([O:49][CH2:42][c:43]2[cH:44][cH:45][cH:46][cH:47][cH:48]2)[cH:77][cH:76]1. Reactants: C(=O)(C=1NC=CN1)C=1NC=CN1 (carbonyl diimidazole), C1CCC2=NCCCN2CC1 (DBU), NC1=C(C(=O)NC2=CC(=C(C=C2)OCCN2CCCC2)OC)C=CC(=C1)OC1=CC=CC=C1 (2-Amino-N-[3-methoxy-4-(2-pyrrolidin-1-yl-ethoxy)-phenyl]-4-phenoxy-benzamide). Run in ClCCl (dichloromethane). Reaction conditions: time 4 hour. Yields the product COC=1C=C(C=CC1OCCN1CCCC1)N1C(NC2=CC(=CC=C2C1=O)OC1=CC=CC=C1)=O (3-[3-Methoxy-4-(2-pyrrolidin-1-yl-ethoxy)-phenyl]-7-phenoxy-1H-quinazoline 2,4-dione). RXN SMILES: [NH2:1][C:2]1[CH:26]=[C:25]([O:27][C:28]2[CH:33]=[CH:32][CH:31]=[CH:30][CH:29]=2)[CH:24]=[CH:23][C:3]=1[C:4]([NH:6][C:7]1[CH:12]=[CH:11][C:10]([O:13][CH2:14][CH2:15][N:16]2[CH2:20][CH2:19][CH2:18][CH2:17]2)=[C:9]([O:21][CH3:22])[CH:8]=1)=[O:5].[C:34](C1NC=CN=1)(C1NC=CN=1)=[O:35].C1CCN2C(=NCCC2)CC1>ClCCl>[CH3:22][O:21][C:9]1[CH:8]=[C:7]([N:6]2[C:4](=[O:5])[C:3]3[C:2](=[CH:26][C:25]([O:27][C:28]4[CH:29]=[CH:30][CH:31]=[CH:32][CH:33]=4)=[CH:24][CH:23]=3)[NH:1][C:34]2=[O:35])[CH:12]=[CH:11][C:10]=1[O:13][CH2:14][CH2:15][N:16]1[CH2:17][CH2:18][CH2:19][CH2:20]1. Procedure details: 2-Amino-N-[3-methoxy-4-(2-pyrrolidin-1-yl-ethoxy)-phenyl]-4-phenoxy-benzamide [Example C1] (62 mg, 0.14 mmol) was dissolved in dichloromethane (5 ml) and treated with carbonyl diimidazole (50 mg, 0.31 mmol) and DBU (0.1 ml). The mixture was stirred for 4 h at RT then the solvent removed and the residue purified by flash chromatography on silica gel (eluting with ammonia-methanol-dichloromethane) to obtain the title compound; Starting materials: C(C)(=O)NC1=C(C=C(C=C1)[N+](=O)[O-])C1=C(C=CC(=C1)[N+](=O)[O-])NC(C)=O (2,2'-bis(acetamido)- 5,5'-dinitrobiphenyl), O (water). Solvent: S(O)(O)(=O)=O (sulfuric acid). Run at temperature 110 celsius. The product is NC1=C(C=C(C=C1)[N+](=O)[O-])C1=C(C=CC(=C1)[N+](=O)[O-])N (2,2'-diamino- 5,5'-dinitrobiphenyl). Isolated yield 95.3%. Reaction SMILES: C([NH:4][C:5]1[CH:10]=[CH:9][C:8]([N+:11]([O-:13])=[O:12])=[CH:7][C:6]=1[C:14]1[CH:19]=[C:18]([N+:20]([O-:22])=[O:21])[CH:17]=[CH:16][C:15]=1[NH:23]C(=O)C)(=O)C.O>S(=O)(=O)(O)O>[NH2:4][C:5]1[CH:10]=[CH:9][C:8]([N+:11]([O-:13])=[O:12])=[CH:7][C:6]=1[C:14]1[CH:19]=[C:18]([N+:20]([O-:22])=[O:21])[CH:17]=[CH:16][C:15]=1[NH2:23]. Procedure details: To a solution of 2,2'-bis(acetamido)- 5,5'-dinitrobiphenyl (34.1 g, 0.0953 mole) in concentrated sulfuric acid (500 ml) was added, slowly, 250 ml of water. The reaction mixture was stirred and heated at 110° C. and 1 mm Hg to give 24.9 g (96 %) of 2,2'-diamino- 5,5'-dinitrobiphenyl. An analytical sample, m.p. 315°-317° C., was obtained by recrystallization from ethanol-tetrahydrofuran. The reactants are Brc1ccccc1, [H-], [Na+], CN(C)C=O, O=S(=O)(Cl)Cl, O=Cc1c[nH]c2ccccc12. Product: O=Cc1cn(S(=O)(=O)c2ccccc2Br)c2ccccc12. As a reaction SMILES: [Br:19][c:20]1[cH:21][cH:22][cH:23][cH:24][cH:25]1.[H-:12].[Na+:13].[O:26]=[CH:27][N:28]([CH3:29])[CH3:30].[S:14](=[O:15])(=[O:16])([Cl:17])[Cl:18].[nH:1]1[cH:2][c:3]([CH:10]=[O:11])[c:4]2[cH:5][cH:6][cH:7][cH:8][c:9]12>>[n:1]1([S:14](=[O:15])(=[O:16])[c:21]2[c:20]([Br:19])[cH:25][cH:24][cH:23][cH:22]2)[cH:2][c:3]([CH:10]=[O:11])[c:4]2[cH:5][cH:6][cH:7][cH:8][c:9]12. The reactants are CS(=O)(=O)OC1CN(C1)C(C1=CC=CC=C1)C1=CC=CC=C1 (1-benzhydrylazetidin-3-yl methanesulfonate), FC=1C=C(C=CC1)O (3-fluorophenol). Yields the product C(C1=CC=CC=C1)(C1=CC=CC=C1)N1CC(C1)OC1=CC(=CC=C1)F (1-benzhydryl-3-(3-fluorophenoxy)azetidine). Yield: 80.9%. As a reaction SMILES: CS([O:5][CH:6]1[CH2:9][N:8]([CH:10]([C:17]2[CH:22]=[CH:21][CH:20]=[CH:19][CH:18]=2)[C:11]2[CH:16]=[CH:15][CH:14]=[CH:13][CH:12]=2)[CH2:7]1)(=O)=O.[F:23][C:24]1[CH:25]=[C:26](O)[CH:27]=[CH:28][CH:29]=1>>[CH:10]([N:8]1[CH2:9][CH:6]([O:5][C:28]2[CH:27]=[CH:26][CH:25]=[C:24]([F:23])[CH:29]=2)[CH2:7]1)([C:17]1[CH:22]=[CH:21][CH:20]=[CH:19][CH:18]=1)[C:11]1[CH:16]=[CH:15][CH:14]=[CH:13][CH:12]=1. Procedure details: The title compound (D22) (1.93 g) was prepared according to the experimental procedure described in Description 21 starting from 1-benzhydrylazetidin-3-yl methanesulfonate (D19) (2.5 g, 7.87 mmol) and 3-fluorophenol (0.642 ml, 7.16 mmol). The reactants are OC1=NC=CC=C1 (Hydroxy-pyridine), C(C)(=O)OCCBr (bromoethyl acetate), CN(C)C=O (DMF), O (water). Conditions: temperature 70 celsius. Yields the product COC(C[C@H]1OCCC1)=O ((S)-(tetrahydro-furan-2-yl)-acetic acid methyl ester). Reaction SMILES: [OH:1][C:2]1[CH:7]=[CH:6][CH:5]=[CH:4]N=1.[C:8](OCCBr)(=[O:10])C.O.CN([CH:19]=[O:20])C>>[CH3:8][O:10][C:19](=[O:20])[CH2:4][C@@H:5]1[CH2:6][CH2:7][CH2:2][O:1]1. Procedure details: Hydroxy-pyridine 19b (69 g, 0.32 mol) and bromoethyl acetate (64.9 g, 0.39 mol) are dissolved in DMF (500 mL) and heated at 70° C. for 18 h. The solution is cooled to RT, then water is added. The aqueous phase is extracted with EtOAc. The combined organic extracts are washed with H2O, brine, dried (Na2SO4) and concentrated. The residue is purified by chromatography (0 to 10% EtOAc in petroleum ether) to provide ester 19c. The reactants are BrC=1C=C2CCC(NC2=CC1)=O (6-bromo-3,4-dihydroquinolin-2(1H)-one), FC=1C=C(C=CC1)B(O)O (3-fluorophenylboronic acid), C([O-])([O-])=O.[K+].[K+] (potassium carbonate), O (water), crude product. Reagents/catalysts: Cl[Pd]([P](C1=CC=CC=C1)(C2=CC=CC=C2)C3=CC=CC=C3)([P](C4=CC=CC=C4)(C5=CC=CC=C5)C6=CC=CC=C6)Cl (PdCl2(PPh3)2). Run in CN(C=O)C (N,N-dimethylformamide), CO (methanol), C(C)(=O)OCC (ethyl acetate). Reaction conditions: temperature 86 celsius, time 5 minute. The product is FC=1C=C(C=CC1)C=1C=C2CCC(NC2=CC1)=O (6-(3-fluorophenyl)-3,4-dihydroquinolin-2(1H)-one). As a reaction SMILES: Br[C:2]1[CH:3]=[C:4]2[C:9](=[CH:10][CH:11]=1)[NH:8][C:7](=[O:12])[CH2:6][CH2:5]2.[F:13][C:14]1[CH:15]=[C:16](B(O)O)[CH:17]=[CH:18][CH:19]=1.C(=O)([O-])[O-].[K+].[K+].O>CN(C)C=O.C(OCC)(=O)C.Cl[Pd](Cl)([P](C1C=CC=CC=1)(C1C=CC=CC=1)C1C=CC=CC=1)[P](C1C=CC=CC=1)(C1C=CC=CC=1)C1C=CC=CC=1.CO>[F:13][C:14]1[CH:19]=[C:18]([C:2]2[CH:3]=[C:4]3[C:9](=[CH:10][CH:11]=2)[NH:8][C:7](=[O:12])[CH2:6][CH2:5]3)[CH:17]=[CH:16][CH:15]=1 |f:2.3.4,^1:43,62|. Procedure details: To a solution of 6-bromo-3,4-dihydroquinolin-2(1H)-one (1a) (226 mg, 1.00 mmol) and 3-fluorophenylboronic acid (210 mg, 1.50 mmol) in N,N-dimethylformamide (10 mL) was added potassium carbonate (415 mg, 3.00 mmol) and water (2.0 mL). The reaction mixture was stirred for 5 minutes under an atmosphere of dry N2, and PdCl2(PPh3)2 (35 mg, 0.05 mmol) was added. The resulting mixture was heated at 86° C. for 5 hours, cooled, diluted with ethyl acetate (20 mL), filtered through a layer of celite which ...